The task is: describe an organic reaction: reactants, conditions, products, and yield. This data is from the Open Reaction Database (ORD), a public repository of structured organic reaction records. The reactants are COC(C(CC(C)C)C=1C=C(C=C(C1)OS(=O)(=O)C(F)(F)F)C1=CC=C(C=C1)C(F)(F)F)=O (4-Methyl-2-(5-trifluoromethanesulfonyloxy-4′-trifluoromethyl-biphenyl-3-yl)-pentanoic acid methyl ester), FC=1C=C(C#N)C=C(C1)B1OC(C(O1)(C)C)(C)C (3-fluoro-5-(4,4,5,5-tetramethyl-[1,3,2]dioxaborolan-2-yl)-benzonitrile). Product: COC(C(CC(C)C)C=1C=C(C=C(C1)C1=CC(=CC(=C1)C#N)F)C1=CC=C(C=C1)C(F)(F)F)=O (2-(5-Cyano-3-fluoro-4″-trifluoromethyl-[1,1′;3′,1″]terphenyl-5′-yl)-4-methyl-pentanoic acid methyl ester). Yield: 21.0%. Reaction SMILES: [CH3:1][O:2][C:3](=[O:33])[CH:4]([C:9]1[CH:10]=[C:11]([C:23]2[CH:28]=[CH:27][C:26]([C:29]([F:32])([F:31])[F:30])=[CH:25][CH:24]=2)[CH:12]=[C:13](OS(C(F)(F)F)(=O)=O)[CH:14]=1)[CH2:5][CH:6]([CH3:8])[CH3:7].[F:34][C:35]1[CH:36]=[C:37]([CH:40]=[C:41](B2OC(C)(C)C(C)(C)O2)[CH:42]=1)[C:38]#[N:39]>>[CH3:1][O:2][C:3](=[O:33])[CH:4]([C:9]1[CH:10]=[C:11]([C:23]2[CH:28]=[CH:27][C:26]([C:29]([F:31])([F:32])[F:30])=[CH:25][CH:24]=2)[CH:12]=[C:13]([C:41]2[CH:40]=[C:37]([C:38]#[N:39])[CH:36]=[C:35]([F:34])[CH:42]=2)[CH:14]=1)[CH2:5][CH:6]([CH3:7])[CH3:8]. Procedure details: The title compound was prepared in 21% yield from 4-methyl-2-(5-trifluoromethanesulfonyloxy-4′-trifluoromethyl-biphenyl-3-yl)-pentanoic acid methyl ester (prepared in Example 26, step (f)) and 3-fluoro-5-(4,4,5,5-tetramethyl-[1,3,2]dioxaborolan-2-yl)-benzonitrile under the conditions described in Example 26, step (d). Starting materials: [N+](=O)([O-])C1=C2C=CC(=NC2=CC=C1)Cl (5-nitro-2-chloroquinoline), FC=1C=C(C=C(C1)F)S(=O)(=O)Cl (3,5-difluorophenyl-sulfonylchloride), O(C1=CC=CC=C1)CCN (2-phenoxyethylamine). Procedure details: The title compound, MS: m/e=456.4 (M+H+), was prepared in accordance with the general method of example 61 from 5-nitro-2-chloroquinoline, 3,5-difluorophenyl-sulfonylchloride and 2-phenoxyethylamine. Product: FC=1C=C(C=C(C1)F)S(=O)(=O)NC1=C2C=CC(=NC2=CC=C1)NCCOC1=CC=CC=C1 (3,5-Difluoro-N-[2-(2-phenoxy-ethylamino)-quinolin-5-yl]-benzenesulfonamide). RXN SMILES: [N+:1]([C:4]1[CH:13]=[CH:12][CH:11]=[C:10]2[C:5]=1[CH:6]=[CH:7][C:8](Cl)=[N:9]2)([O-])=O.[F:15][C:16]1[CH:17]=[C:18]([S:23](Cl)(=[O:25])=[O:24])[CH:19]=[C:20]([F:22])[CH:21]=1.[O:27]([CH2:34][CH2:35][NH2:36])[C:28]1[CH:33]=[CH:32][CH:31]=[CH:30][CH:29]=1>>[F:15][C:16]1[CH:17]=[C:18]([S:23]([NH:1][C:4]2[CH:13]=[CH:12][CH:11]=[C:10]3[C:5]=2[CH:6]=[CH:7][C:8]([NH:36][CH2:35][CH2:34][O:27][C:28]2[CH:33]=[CH:32][CH:31]=[CH:30][CH:29]=2)=[N:9]3)(=[O:25])=[O:24])[CH:19]=[C:20]([F:22])[CH:21]=1. The reactants are C(C#C)[Mg]Br (propargylmagnesium bromide), COCCC(C)=O (4-methoxy-2-butanone), C(C#C)Br (propargyl bromide), [Mg] (magnesium), mercuric chloride, product. Run in CCOCC (ether), CCOCC (ether). Conditions: time 30 minute. Product: OC(CC#C)(CCOC)C (4-hydroxy-4-methyl-7-oxa-1-octyne). As a reaction SMILES: [CH2:1]([Mg]Br)[C:2]#C.[Mg].[CH2:7](Br)C#C.[CH3:11][O:12][CH2:13][CH2:14][C:15](=[O:17])[CH3:16]>CCOCC>[OH:17][C:15]([CH3:7])([CH2:14][CH2:13][O:12][CH3:11])[CH2:16][C:1]#[CH:2]. Procedure details: To a stirred solution of propargylmagnesium bromide in 35 ml. of ether, prepared from 7.65 g. (0.3 moles) of magnesium, 170 mg. of mercuric chloride and 33.6 g. (0.28 moles) of propargyl bromide, is added dropwise under argon atmosphere a solution of 25 g. (0.245 moles) of 4-methoxy-2-butanone [L. R. Fedor, J. Am. Chem. Soc., 91:4, 908 (1969)] in 20 ml. of ether at a rate to maintain gentle refluxing. The resulting mixture is stirred at ambient temperature for an additional 30 minutes then quenc... Reactants: O=C([O-])[O-], Cc1cc(O)cnc1N1CCN(c2cc(-c3ccc(F)c(Cl)c3)nc(N3CCCC3C)n2)CC1, CN(C)CCCl, Cl, [Cs+], [Cs+], [I-], [Na+], CN(C)C=O. Yields the product Cc1cc(OCCN(C)C)cnc1N1CCN(c2cc(-c3ccc(F)c(Cl)c3)nc(N3CCCC3C)n2)CC1. Reaction SMILES: [C:8](=[O:9])([O-:10])[O-:11].[Cl:14][c:15]1[cH:16][c:17](-[c:22]2[cH:23][c:24]([N:34]3[CH2:35][CH2:36][N:37]([c:40]4[c:41]([CH3:47])[cH:42][c:43]([OH:46])[cH:44][n:45]4)[CH2:38][CH2:39]3)[n:25][c:26]([N:28]3[CH:29]([CH3:33])[CH2:30][CH2:31][CH2:32]3)[n:27]2)[cH:18][cH:19][c:20]1[F:21].[Cl:2][CH2:3][CH2:4][N:5]([CH3:6])[CH3:7].[ClH:1].[Cs+:12].[Cs+:13].[I-:48].[Na+:49].[O:50]=[CH:51][N:52]([CH3:53])[CH3:54]>>[CH2:3]([CH2:4][N:5]([CH3:6])[CH3:7])[O:46][c:43]1[cH:42][c:41]([CH3:47])[c:40]([N:37]2[CH2:36][CH2:35][N:34]([c:24]3[cH:23][c:22](-[c:17]4[cH:16][c:15]([Cl:14])[c:20]([F:21])[cH:19][cH:18]4)[n:27][c:26]([N:28]4[CH:29]([CH3:33])[CH2:30][CH2:31][CH2:32]4)[n:25]3)[CH2:39][CH2:38]2)[n:45][cH:44]1. Reaction SMILES: [Br:7][CH2:8][C:9](=[O:10])[O:11][CH2:12][CH3:13].[CH2:3]([C:4]#[CH:5])[OH:6].[CH3:14][OH:15].[CH3:16][CH2:17][O:18][CH2:19][CH3:20].[H-:1].[Na+:2]>>[CH2:3]([C:4]#[CH:5])[O:6][CH2:8][C:9](=[O:10])[O:11][CH2:12][CH3:13]. The reactants are CCOC(=O)CBr, C#CCO, CO, CCOCC, [H-], [Na+]. Product: C#CCOCC(=O)OCC. Starting materials: [N+](=O)([O-])C1=CC=C(O1)C=O (5-Nitro-2-furaldehyde), Br.Br.CN(CCCNC(=N)NN)C (N-(3-dimethylaminopropyl)hydrazinecarboximidamide dihydrobromide). Solvent: C(C)O (ethanol). The product is Br.Br.[N+](=O)([O-])C1=CC=C(O1)C=NNC(NCCCN(C)C)=N (2-(5-Nitro-2-furanylmethylidene)-N-(3-dimethylaminopropyl) hydrazinecarboximidamide dihydrobromide). As a reaction SMILES: [N+:1]([C:4]1[O:8][C:7]([CH:9]=O)=[CH:6][CH:5]=1)([O-:3])=[O:2].[BrH:11].Br.[CH3:13][N:14]([CH3:23])[CH2:15][CH2:16][CH2:17][NH:18][C:19]([NH:21][NH2:22])=[NH:20]>C(O)C>[BrH:11].[BrH:11].[N+:1]([C:4]1[O:8][C:7]([CH:9]=[N:22][NH:21][C:19](=[NH:20])[NH:18][CH2:17][CH2:16][CH2:15][N:14]([CH3:23])[CH3:13])=[CH:6][CH:5]=1)([O-:3])=[O:2] |f:1.2.3,5.6.7|. Procedure: 5-Nitro-2-furaldehyde (0.564 g, 4 mmole) and N-(3-dimethylaminopropyl)hydrazinecarboximidamide dihydrobromide (1.6 g, 5 mmole) are heated at reflux in 8 ml 95% ethanol for 1 hour. The title compound precipitates from solution on cooling and is recrystallized from ethanol, mp 131°-133° C.